From a dataset of the Open Reaction Database (ORD), a public repository of structured organic reaction records. describe an organic reaction: reactants, conditions, products, and yield Starting materials: CCn1c(-c2cccc(NC(=S)NC(=O)c3ccccc3)c2)c(C#N)c2ccc(OC)cc21, CO, [Na+], [OH-], O. Product: CCn1c(-c2cccc(NC(N)=S)c2)c(C#N)c2ccc(OC)cc21. As a reaction SMILES: [C:1](=[O:2])([c:3]1[cH:4][cH:5][cH:6][cH:7][cH:8]1)[NH:9][C:10](=[S:11])[NH:12][c:13]1[cH:14][c:15](-[c:19]2[n:20]([CH2:32][CH3:33])[c:21]3[cH:22][c:23]([O:30][CH3:31])[cH:24][cH:25][c:26]3[c:27]2[C:28]#[N:29])[cH:16][cH:17][cH:18]1.[CH3:36][OH:37].[Na+:35].[OH-:34].[OH2:38]>>[NH2:9][C:10](=[S:11])[NH:12][c:13]1[cH:14][c:15](-[c:19]2[n:20]([CH2:32][CH3:33])[c:21]3[cH:22][c:23]([O:30][CH3:31])[cH:24][cH:25][c:26]3[c:27]2[C:28]#[N:29])[cH:16][cH:17][cH:18]1. Starting materials: CC(C)(C)[O-], CS(=O)(=O)OC(CCc1ccccc1[N+](=O)[O-])C1CC1, CN(C)C=O, [K+], O. The product is O=[N+]([O-])c1ccccc1C1CC1C1CC1. RXN SMILES: [C:21]([O-:22])([CH3:23])([CH3:24])[CH3:25].[CH3:1][S:2]([O:3][CH:6]([CH2:7][CH2:8][c:9]1[c:10]([N+:15](=[O:16])[O-:17])[cH:11][cH:12][cH:13][cH:14]1)[CH:18]1[CH2:19][CH2:20]1)(=[O:4])=[O:5].[CH3:28][N:29]([CH3:30])[CH:31]=[O:32].[K+:26].[OH2:27]>>[CH:6]1([CH:18]2[CH2:19][CH2:20]2)[CH2:7][CH:8]1[c:9]1[c:10]([N+:15](=[O:16])[O-:17])[cH:11][cH:12][cH:13][cH:14]1. Reactants: [H-].C(C(C)C)[Al+]CC(C)C (diisobutylaluminium hydride), CN1C=C(C2=CC=CC=C12)C1(CCCC1)C#N (1-(1-methyl-3-indolyl)-cyclopentanecarbonitrile), C(C)(C)OC(C)C (diisopropyl ether), Cl (hydrochloric acid). Solvent: C1(=CC=CC=C1)C (toluene), C1(=CC=CC=C1)C (toluene), CO (methanol). Product: CN1C=C(C2=CC=CC=C12)C1(CCCC1)C=O (1-(1-Methyl-3-indolyl)cyclopentanecarbaldehyde). RXN SMILES: [H-].C([Al+]CC(C)C)C(C)C.[CH3:11][N:12]1[C:20]2[C:15](=[CH:16][CH:17]=[CH:18][CH:19]=2)[C:14]([C:21]2([C:26]#N)[CH2:25][CH2:24][CH2:23][CH2:22]2)=[CH:13]1.Cl.C([O:32]C(C)C)(C)C>C1(C)C=CC=CC=1.CO>[CH3:11][N:12]1[C:20]2[C:15](=[CH:16][CH:17]=[CH:18][CH:19]=2)[C:14]([C:21]2([CH:26]=[O:32])[CH2:25][CH2:24][CH2:23][CH2:22]2)=[CH:13]1 |f:0.1|. Procedure: The reaction is performed under a dry nitrogen atmosphere. 94.4 cm3 (0.0944 mol) of a 1N toluene solution of diisobutylaluminium hydride are added at -60° C. to a solution of 13.3 g (0.059 mol) of 1-(1-methyl-3-indolyl)-cyclopentanecarbonitrile in 230 cm3 of toluene. The temperature of the mixture is thereafter allowed to rise to room temperature, and the reaction is then stopped by adding 50 cm3 of methanol and then 230 cm3 of 3N hydrochloric acid to the reaction mixture. The mixture is extract... Reactants: C(C=C)OC1=CC=C(C(=O)OC)C=C1 (methyl 4-(2-propen-1-yl)oxybenzoate), ClC1=C(C=CC=C1)Cl (1,2-dichlorobenzene). Run at temperature 183 celsius. The product is OC1=C(C=C(C(=O)OC)C=C1)CC=C (methyl 4-hydroxy-3-(2-propen-1-yl)benzoate). Isolated yield 91.0%. As a reaction SMILES: C([O:4][C:5]1[CH:14]=[CH:13][C:8]([C:9]([O:11][CH3:12])=[O:10])=[CH:7][CH:6]=1)C=C.Cl[C:16]1[CH:21]=CC=C[C:17]=1Cl>>[OH:4][C:5]1[CH:6]=[CH:7][C:8]([C:9]([O:11][CH3:12])=[O:10])=[CH:13][C:14]=1[CH2:21][CH:16]=[CH2:17]. Reported procedure: A solution of 15.05 g (78.3 mmol) of the product of Step A in 25 mL of 1,2-dichlorobenzene was magnetically stirred and refluxed (183° C.) under an argon atmosphere for 18 hours. At this point, the reaction mixture was cooled to room temperature and applied to a 6 cm diameter by 18 cm silica gel flash chromatography column and eluted with 25% ethyl acetate-hexane to separate the 1,2-dichlorobenzene, then with 40% ethyl acetate-hexane to elute the product. The product fractions were concentrated ... The reactants are CCOC(C)=O, Clc1cc(I)cc(Cl)n1, NC1CCCCC1. The product is Clc1cc(I)cc(NC2CCCCC2)n1. RXN SMILES: [CH3:17][CH2:18][O:19][C:20](=[O:21])[CH3:22].[Cl:1][c:2]1[n:3][c:4]([Cl:9])[cH:5][c:6]([I:8])[cH:7]1.[NH2:10][CH:11]1[CH2:12][CH2:13][CH2:14][CH2:15][CH2:16]1>>[c:2]1([NH:10][CH:11]2[CH2:12][CH2:13][CH2:14][CH2:15][CH2:16]2)[n:3][c:4]([Cl:9])[cH:5][c:6]([I:8])[cH:7]1. Starting materials: C(C1=CC=CC=C1)OC=1C=C(C=O)C=CC1 (3-benzyloxybenzaldehyde), C(CCC)[Li] (butyllithium). The reagents and catalysts are [Br-].C[P+](C1=CC=CC=C1)(C1=CC=CC=C1)C1=CC=CC=C1 (methyltriphenylphosphonium bromide). Solvent: O1CCCC1 (tetrahydrofuran), O1CCCC1 (tetrahydrofuran). Reaction conditions: time 10 minute. Yields the product C(=C)C1=CC(=CC=C1)OCC1=CC=CC=C1 (1-Ethenyl-3-(phenylmethoxy)benzene). RXN SMILES: [CH2:1]([Li])[CH2:2][CH2:3][CH3:4].[CH2:6]([O:13][C:14]1[CH:15]=C(C=[CH:20][CH:21]=1)C=O)[C:7]1[CH:12]=[CH:11][CH:10]=[CH:9][CH:8]=1>[Br-].C[P+](C1C=CC=CC=1)(C1C=CC=CC=1)C1C=CC=CC=1.O1CCCC1>[CH:3]([C:2]1[CH:1]=[CH:20][CH:21]=[C:14]([O:13][CH2:6][C:7]2[CH:12]=[CH:11][CH:10]=[CH:9][CH:8]=2)[CH:15]=1)=[CH2:4] |f:2.3|. Procedure: To a solution of methyltriphenylphosphonium bromide (51 g, 143 mmol) in tetrahydrofuran (500 mL) under argon at -20° C. was added butyllithium (56 mL, 140 mmol) over 20 minutes. The reaction was stirred for 10 minutes, then 3-benzyloxybenzaldehyde (29 g, 137 mmol) in tetrahydrofuran (60 mL) was added over 15 minutes. The reaction was stirred for 6.5 hours and left to stand overnight. The solvent was decanted off and the residue dissolved in dichloromethane (100 mL) and extracted with a heptane/d... Reactants: CC(NC(=O)OC(C)(C)C)C(=O)O, O=C(OCc1ccccc1)C1CCCN1, Cl, C1CCOC1, On1nnc2ccccc21. Yields the product CC(NC(=O)OC(C)(C)C)C(=O)N1CCCC1C(=O)OCc1ccccc1. Reaction SMILES: [C:1]([CH3:2])([CH3:3])([CH3:4])[O:5][C:6](=[O:7])[NH:8][CH:9]([CH3:10])[C:11](=[O:12])[OH:13].[CH2:15]([c:16]1[cH:17][cH:18][cH:19][cH:20][cH:21]1)[O:22][C:23]([CH:24]1[NH:25][CH2:26][CH2:27][CH2:28]1)=[O:29].[ClH:14].[O:40]1[CH2:41][CH2:42][CH2:43][CH2:44]1.[OH:30][n:31]1[c:32]2[cH:33][cH:34][cH:35][cH:36][c:37]2[n:38][n:39]1>>[C:1]([CH3:2])([CH3:3])([CH3:4])[O:5][C:6](=[O:7])[NH:8][CH:9]([CH3:10])[C:11](=[O:13])[N:25]1[CH:24]([C:23]([O:22][CH2:15][c:16]2[cH:17][cH:18][cH:19][cH:20][cH:21]2)=[O:29])[CH2:28][CH2:27][CH2:26]1. Starting materials: FC1=C(C(=CC=C1)F)NC1=NC(=NC=C1C=O)SC (4-(2,6-difluoro-phenylamino)-2-methylsulfanyl-pyrimidine-5-carbaldehyde), BrCC(=O)C1=C(C=CC=C1)F (2-bromo-1-(2-fluorophenyl)-ethanone), C([O-])([O-])=O.[K+].[K+] (potassium carbonate), CN(C)C=O (DMF). Run in CCOC(=O)C (EtOAc). Conditions: time 18 hour. Product: FC1=C(C(=CC=C1)F)N1C(=CC2=C1N=C(N=C2)SC)C(=O)C2=CC=C(C=C2)F ([7-(2,6-difluorophenyl)-2-methylsulfanyl-7H-pyrrolo[2,3-d]pyrimidin-6-yl]-(4-fluorophenyl)-methanone). RXN SMILES: [F:1][C:2]1[CH:7]=[CH:6][CH:5]=[C:4]([F:8])[C:3]=1[NH:9][C:10]1[C:15]([CH:16]=O)=[CH:14][N:13]=[C:12]([S:18][CH3:19])[N:11]=1.BrCC([C:24]1[CH:29]=[CH:28][CH:27]=[CH:26][C:25]=1[F:30])=O.[C:31](=[O:34])([O-])[O-].[K+].[K+].[CH3:37]N(C=O)C>CCOC(C)=O>[F:1][C:2]1[CH:7]=[CH:6][CH:5]=[C:4]([F:8])[C:3]=1[N:9]1[C:10]2[N:11]=[C:12]([S:18][CH3:19])[N:13]=[CH:14][C:15]=2[CH:16]=[C:37]1[C:31]([C:28]1[CH:27]=[CH:26][C:25]([F:30])=[CH:24][CH:29]=1)=[O:34] |f:2.3.4|. Procedure details: To a solution of 4-(2,6-difluoro-phenylamino)-2-methylsulfanyl-pyrimidine-5-carbaldehyde, 2, (5.4 g, 8.3 mmol) in DMF (107 mL) is added 2-bromo-1-(2-fluorophenyl)-ethanone (2.7 g, 12.5 mmol) and potassium carbonate (8.0 g, 57.7 mmol). The reaction mixture is stirred at room temp for 18 hours then diluted with EtOAc and washed with aqueous saturated NH4Cl three times. The organic phase is washed with aqueous saturated NaHCO3 and brine, dried (MgSO4), filtered and concentrated in vacuo. The result...